Dataset: the Open Reaction Database (ORD), a public repository of structured organic reaction records. Task: describe an organic reaction: reactants, conditions, products, and yield The reactants are C(C)(C)(C)OC(=O)[N+](=[N-])C(=O)OC(C)(C)C (di-tert-butyldiazodicarboxylate), N1(CCCCC1)CCCO (3-piperidin-1-yl-propan-1-ol), COC1=CC=C(C=C1)C1C=2C=CC(=NC2CN(C1)C)O (5-(4-methoxy-phenyl)-7-methyl-5,6,7,8-tetrahydro-[1,7]naphthyridin-2-ol), C1=CC=C(C=C1)P(C2=CC=CC=C2)C3=CC=CC=C3 (PPh3). The solvent is C1CCOC1 (THF), C1CCOC1 (THF), C1CCOC1 (THF). Conditions: time 30 minute. Yields the product COC1=CC=C(C=C1)C1C=2C=CC(=NC2CN(C1)C)OCCCN1CCCCC1 (5-(4-Methoxy-phenyl)-7-methyl-2-(3-piperidin-1-yl-propoxy)-5,6,7,8-tetrahydro-[1,7]naphthyridine). Yield: 20.5%. As a reaction SMILES: [CH3:1][O:2][C:3]1[CH:8]=[CH:7][C:6]([CH:9]2[CH2:18][N:17]([CH3:19])[CH2:16][C:15]3[N:14]=[C:13]([OH:20])[CH:12]=[CH:11][C:10]2=3)=[CH:5][CH:4]=1.C1C=CC(P(C2C=CC=CC=2)C2C=CC=CC=2)=CC=1.C(OC([N+](C(OC(C)(C)C)=O)=[N-])=O)(C)(C)C.[N:56]1([CH2:62][CH2:63][CH2:64]O)[CH2:61][CH2:60][CH2:59][CH2:58][CH2:57]1>C1COCC1>[CH3:1][O:2][C:3]1[CH:4]=[CH:5][C:6]([CH:9]2[CH2:18][N:17]([CH3:19])[CH2:16][C:15]3[N:14]=[C:13]([O:20][CH2:64][CH2:63][CH2:62][N:56]4[CH2:61][CH2:60][CH2:59][CH2:58][CH2:57]4)[CH:12]=[CH:11][C:10]2=3)=[CH:7][CH:8]=1. Reported procedure: To a mixture of 5-(4-methoxy-phenyl)-7-methyl-5,6,7,8-tetrahydro-[1,7]naphthyridin-2-ol (0.10 g, 0.37 mmol) and PPh3 (0.097 g, 0.37 mmol) in THF (5 mL) was added a solution of di-tert-butyldiazodicarboxylate (0.085 g, 0.37 mmol) in THF (5 mL). After 30 min, a solution of 3-piperidin-1-yl-propan-1-ol (0.053 g, 0.37 mmol) in THF (5 mL) was added slowly. After 18 h, the mixture was concentrated, and the resulting solid was purified (SiO2; 0-8% 2 M NH3 in MeOH/DCM) to give the title compound (30 mg,... The reactants are BrC=1C(=C2C(=NC1)NC=C2)N2CCN(CC2)C([C@@H](CC2=CC=C(C=C2)Cl)NC(OC(C)(C)C)=O)=O ((R)-tert-Butyl 1-(4-(5-bromo-1H-pyrrolo[2,3-b]pyridin-4-yl)piperazin-1-yl)-3-(4-chlorophenyl)-1-oxopropan-2-ylcarbamate), C(=O)(C(F)(F)F)O (TFA). Solvent: C(Cl)Cl (DCM). Conditions: time 1 hour. The product is N[C@@H](C(=O)N1CCN(CC1)C1=C2C(=NC=C1Br)NC=C2)CC2=CC=C(C=C2)Cl ((R)-2-amino-1-(4-(5-bromo-1H-pyrrolo[2,3-b]pyridin-4-yl)piperazin-1-yl)-3-(4-chlorophenyl)propan-1-one). Yield: 88.7%. As a reaction SMILES: [Br:1][C:2]1[C:3]([N:11]2[CH2:16][CH2:15][N:14]([C:17](=[O:35])[C@H:18]([NH:27]C(=O)OC(C)(C)C)[CH2:19][C:20]3[CH:25]=[CH:24][C:23]([Cl:26])=[CH:22][CH:21]=3)[CH2:13][CH2:12]2)=[C:4]2[CH:10]=[CH:9][NH:8][C:5]2=[N:6][CH:7]=1.C(O)(C(F)(F)F)=O>C(Cl)Cl>[NH2:27][C@H:18]([CH2:19][C:20]1[CH:25]=[CH:24][C:23]([Cl:26])=[CH:22][CH:21]=1)[C:17]([N:14]1[CH2:15][CH2:16][N:11]([C:3]2[C:2]([Br:1])=[CH:7][N:6]=[C:5]3[NH:8][CH:9]=[CH:10][C:4]=23)[CH2:12][CH2:13]1)=[O:35]. Procedure: (R)-tert-Butyl 1-(4-(5-bromo-1H-pyrrolo[2,3-b]pyridin-4-yl)piperazin-1-yl)-3-(4-chlorophenyl)-1-oxopropan-2-ylcarbamate (0.022 g, 0.039 mmol) was placed in DCM (3 mL) at room temperature. TFA (0.3 mL) was then added. The reaction was stirred at room temperature for 1 hour and then concentrated. The resulting residue was dissolved in minimal DCM and added to a stirring solution of 1M HCl in ether. The resulting solid (R)-2-amino-1-(4-(5-bromo-1H-pyrrolo[2,3-b]pyridin-4-yl)piperazin-1-yl)-3-(4-chl... The reactants are CC(=O)COc1ccc(CC2SC(=O)NC2=O)cc1, NCC(O)Cc1ccccc1, c1ccccc1. Yields the product CC(COc1ccc(CC2SC(=O)NC2=O)cc1)NCC(O)Cc1ccccc1. Reaction SMILES: [O:12]=[C:13]([CH2:14][O:15][c:16]1[cH:17][cH:18][c:19]([CH2:20][CH:21]2[C:22](=[O:27])[NH:23][C:24](=[O:26])[S:25]2)[cH:28][cH:29]1)[CH3:30].[c:1]1([CH2:7][CH:8]([CH2:9][NH2:10])[OH:11])[cH:2][cH:3][cH:4][cH:5][cH:6]1.[cH:31]1[cH:32][cH:33][cH:34][cH:35][cH:36]1>>[c:1]1([CH2:7][CH:8]([CH2:9][NH:10][CH:13]([CH2:14][O:15][c:16]2[cH:17][cH:18][c:19]([CH2:20][CH:21]3[C:22](=[O:27])[NH:23][C:24](=[O:26])[S:25]3)[cH:28][cH:29]2)[CH3:30])[OH:11])[cH:2][cH:3][cH:4][cH:5][cH:6]1.